Dataset: the Open Reaction Database (ORD), a public repository of structured organic reaction records. Task: describe an organic reaction: reactants, conditions, products, and yield Reactants: COc1ccc2cccnc2c1OCc1ccccc1, O=C(OO)c1cccc(Cl)c1, ClCCl. Product: COc1ccc2ccc[n+]([O-])c2c1OCc1ccccc1. RXN SMILES: [CH3:1][O:2][c:3]1[cH:4][cH:5][c:6]2[cH:7][cH:8][cH:9][n:10][c:11]2[c:12]1[O:13][CH2:14][c:15]1[cH:16][cH:17][cH:18][cH:19][cH:20]1.[Cl:21][c:22]1[cH:23][cH:24][cH:25][c:26]([C:27]([O:28][OH:30])=[O:29])[cH:31]1.[Cl:32][CH2:33][Cl:34]>>[CH3:1][O:2][c:3]1[cH:4][cH:5][c:6]2[cH:7][cH:8][cH:9][n+:10]([O-:29])[c:11]2[c:12]1[O:13][CH2:14][c:15]1[cH:16][cH:17][cH:18][cH:19][cH:20]1. The reactants are O1C(CCCC1)OCCCCCCOC=1C=C(C=CC1)C1=CC=CC(=N1)C(=O)OC (Methyl 6-(3-(6-(tetrahydro-2H-pyran-2-yloxy)hexyloxy)phenyl)picolinate), O.C1(=CC=C(C=C1)S(=O)(=O)O)C (p-toluenesulfonic acid monohydrate), C(C)(=O)OCC.CCCCCC (ethyl acetate hexane). Solvent: CO (methanol). Conditions: time 3 hour. The product is OCCCCCCOC=1C=C(C=CC1)C1=CC=CC(=N1)C(=O)OC (Methyl 6-(3-(6-hydroxyhexyloxy)phenyl)picolinate). The yield is 65.1%. As a reaction SMILES: O1CCCCC1[O:7][CH2:8][CH2:9][CH2:10][CH2:11][CH2:12][CH2:13][O:14][C:15]1[CH:16]=[C:17]([C:21]2[N:26]=[C:25]([C:27]([O:29][CH3:30])=[O:28])[CH:24]=[CH:23][CH:22]=2)[CH:18]=[CH:19][CH:20]=1.O.C1(C)C=CC(S(O)(=O)=O)=CC=1.C(OCC)(=O)C.CCCCCC>CO>[OH:7][CH2:8][CH2:9][CH2:10][CH2:11][CH2:12][CH2:13][O:14][C:15]1[CH:16]=[C:17]([C:21]2[N:26]=[C:25]([C:27]([O:29][CH3:30])=[O:28])[CH:24]=[CH:23][CH:22]=2)[CH:18]=[CH:19][CH:20]=1 |f:1.2,3.4|. Procedure details: To a solution of methyl 6-(3-(6-(tetrahydro-2H-pyran-2-yloxy)hexyloxy)phenyl) picolinate (12), (260 mg, 0.63 mmol) in methanol (1 mL) was added catalytic p-toluenesulfonic acid monohydrate (26 mg) and the mixture was stirred at RT for 2-4 h. The reaction was monitored by TLC (ethyl acetate:hexane 1:1). After completion the volatiles were removed in vacuo and the oily residue dissolved in ethyl acetate. The solution was washed with bicarbonate and brine, dried over sodium sulfate and concentrated... The reactants are solution, B(Cl)(Cl)Cl (BCl3), C(C1=CC=CC=C1)OCC1C(C1)S(=O)(=O)NC1=C(C(=C(C=2N=COC21)F)F)NC2=C(C=C(C=C2)I)F (2-(benzyloxymethyl)-N-(4,5-difluoro-6-(2-fluoro-4-iodophenylamino)benzo[d]oxazol-7-yl)cyclopropane-1-sulfonamide). Solvent: C(Cl)Cl (DCM), C(Cl)Cl (DCM). Product: FC1=C(C(=C(C2=C1N=CO2)NS(=O)(=O)C2C(C2)CO)NC2=C(C=C(C=C2)I)F)F (N-(4,5-Difluoro-6-(2-fluoro-4-iodophenylamino)benzo[d]oxazol-7-yl)-2-(hydroxymethyl)cyclopropane-1-sulfonamide). As a reaction SMILES: C([O:8][CH2:9][CH:10]1[CH2:12][CH:11]1[S:13]([NH:16][C:17]1[C:25]2[O:24][CH:23]=[N:22][C:21]=2[C:20]([F:26])=[C:19]([F:27])[C:18]=1[NH:28][C:29]1[CH:34]=[CH:33][C:32]([I:35])=[CH:31][C:30]=1[F:36])(=[O:15])=[O:14])C1C=CC=CC=1.B(Cl)(Cl)Cl>C(Cl)Cl>[F:26][C:20]1[C:21]2[N:22]=[CH:23][O:24][C:25]=2[C:17]([NH:16][S:13]([CH:11]2[CH2:12][CH:10]2[CH2:9][OH:8])(=[O:15])=[O:14])=[C:18]([NH:28][C:29]2[CH:34]=[CH:33][C:32]([I:35])=[CH:31][C:30]=2[F:36])[C:19]=1[F:27]. Reported procedure: Compound 1L was prepared from 2-(benzyloxymethyl)-N-(4,5-difluoro-6-(2-fluoro-4-iodophenylamino)benzo[d]oxazol-7-yl)cyclopropane-1-sulfonamide (150 mg, 0.238 mmol) in DCM (10 mL) was reacted with 1.0M solution of BCl3 in DCM (0.9 mL, 0.952 mmol) to afford the crude product. The reaction mixture was quenched with methanol (0.5 mL) and partitioned between water and ethyl acetate. The organic layer was washed with water, brine solution, dried over anhydrous Na2SO4 and concentrated. Purification by ... RXN SMILES: [C:1]([N:8]1[CH2:16][CH2:15][CH:11]([C:12](O)=O)[CH2:10][CH2:9]1)([O:3]C(C)(C)C)=O.N1CC[CH:20]([C:21](O)=[O:22])CC1.[CH3:26]N1CCOCC1.ClC(OCC(C)C)=O.[NH2:41][C:42]1[N:43]=[CH:44][C:45](/[C:57](=[N:59]/[NH2:60])/[NH2:58])=[N:46][C:47]=1[C:48]1[O:49][C:50]([C:53]([CH3:56])([CH3:55])[CH3:54])=[N:51][N:52]=1>CC(N(C)C)=O.O>[NH2:41][C:42]1[N:43]=[CH:44][C:45]([C:57]2[N:59]([CH3:26])[N:60]=[C:12]([CH:11]3[CH2:10][CH2:9][N:8]([C:1](=[O:3])[CH2:20][CH2:21][OH:22])[CH2:16][CH2:15]3)[N:58]=2)=[N:46][C:47]=1[C:48]1[O:49][C:50]([C:53]([CH3:54])([CH3:55])[CH3:56])=[N:51][N:52]=1. Run in CC(=O)N(C)C (DMA), O (Water). Reaction conditions: time 5 minute. The product is NC=1N=CC(=NC1C=1OC(=NN1)C(C)(C)C)C1=NC(=NN1C)C1CCN(CC1)C(CCO)=O (1-(4-(5-(5-amino-6-(5-tert-butyl-1,3,4-oxadiazol-2-yl)pyrazin-2-yl)-1-methyl-1H-1,2,4-triazol-3-yl)piperidin-1-yl)-3-hydroxypropan-1-one). Reactants: N1CCC(C(=O)O)CC1 (Isonipecotic acid), C(=O)(OC(C)(C)C)N1CCC(C(=O)O)CC1 (N-Boc-isonipecotic acid), ClC(=O)OCC(C)C (isobutyl chloroformate), NC=1N=CC(=NC1C=1OC(=NN1)C(C)(C)C)/C(/N)=N/N ((Z)-5-amino-6-(5-tert-butyl-1,3,4-oxadiazol-2-yl)pyrazine-2-carbohydrazonamide), CN1CCOCC1 (4-methylmorpholine). Procedure details: In an alternative preparation, the N-Boc-isonipecotic acid may be made in situ as follows: Isonipecotic acid (858 g, 3.74 mol) was dissolved in DMA (25.3 L) and 4-methylmorpholine (393 mL, 3.74 mol) added. Stirred for 5 mins and isobutyl chloroformate (489 mL, 3.74 mol) added. The reaction mixture was stirred at 25° C. for 2 h and cooled to 15° C. before (Z)-5-amino-6-(5-tert-butyl-1,3,4-oxadiazol-2-yl)pyrazine-2-carbohydrazonamide (940 g, 3.4 mol) was added portionwise over 10 mins. The reactio... Reactants: O (water), C1=CC=CC=C1 (benzene), aromatic heterocyclic group, O (water), alkali metal, ammonium ion, alkali metal, alkali metal, aromatic heterocyclic group, ammonium ion, O (water), O (water), ammonium ion, aromatic heterocyclic group, O (water). The product is fused aromatic ring, C1=CC=CC2=CC=CC=C12 (naphthalene). Reaction SMILES: O.[CH:2]1[CH:7]=[CH:6][CH:5]=[CH:4][CH:3]=1>>[CH:2]1[C:7]2[C:6](=[CH:7][CH:2]=[CH:3][CH:4]=2)[CH:5]=[CH:4][CH:3]=1. Procedure details: wherein m is 0 or 1; --[Ar1 ]-- represents an arylene group (for example, a phenylene group, a naphthylene group, etc.); --[Ph1 ] represents a phenyl group having a water soluble group or a hydrophilic group (as the water soluble group, for example, --SO3M, --COOM, etc., wherein M represents a cation such as an alkali metal ion, an ammonium ion, etc., or a hydrogen atom, and as the hydrophilic group, for example, an amido group, etc.); --[Ar2 ] represents a hydroxynaphthyl group having a water s...